From a dataset of the Open Reaction Database (ORD), a public repository of structured organic reaction records. describe an organic reaction: reactants, conditions, products, and yield The reactants are COC1=CC=C(C=C1)C1=CC=C(C=C1)O (4-methoxy-4'-hydroxybiphenyl), [OH-].[Na+] (NaOH), BrCCCCCCO (6-bromo-1-hexanol), [OH-].[Na+] (NaOH). Run in C(C)O (ethanol). Yields the product COC1=CC=C(C=C1)C1=CC=C(C=C1)OCCCCCCO (4-methoxy-4'-(6-hydroxyhexyloxy)biphenyl). Isolated yield 76.0%. RXN SMILES: [CH3:1][O:2][C:3]1[CH:8]=[CH:7][C:6]([C:9]2[CH:14]=[CH:13][C:12]([OH:15])=[CH:11][CH:10]=2)=[CH:5][CH:4]=1.Br[CH2:17][CH2:18][CH2:19][CH2:20][CH2:21][CH2:22][OH:23].[OH-].[Na+]>C(O)C>[CH3:1][O:2][C:3]1[CH:4]=[CH:5][C:6]([C:9]2[CH:14]=[CH:13][C:12]([O:15][CH2:17][CH2:18][CH2:19][CH2:20][CH2:21][CH2:22][OH:23])=[CH:11][CH:10]=2)=[CH:7][CH:8]=1 |f:2.3|. Procedure details: Using 5 g (25 mmol) of 4-methoxy-4'-hydroxybiphenyl, 50 ml of ethanol, 4.52 g (25 mmol) of 6-bromo-1-hexanol and a NaOH aqueous solution (1.05 g (26.2 mmol) of NaOH/3 ml of water), synthetic treatment was carried out in the same manner as in Example 1. The obtained crystals were recrystallized from methanol to obtain 5.71 g (yield: 76%) of 4-methoxy-4'-(6-hydroxyhexyloxy)biphenyl (13) as colorless crystals. The reactants are Cc1ccc(C(=O)O)cc1, Cl, Clc1ccccc1, Cl. Product: O=C(O)c1ccc(CCl)cc1. RXN SMILES: [CH3:1][c:2]1[cH:3][cH:4][c:5]([C:6](=[O:7])[OH:8])[cH:9][cH:10]1.[Cl:11].[Cl:13][c:14]1[cH:15][cH:16][cH:17][cH:18][cH:19]1.[ClH:12]>>[CH2:1]([c:2]1[cH:3][cH:4][c:5]([C:6](=[O:7])[OH:8])[cH:9][cH:10]1)[Cl:12]. Starting materials: O1CC1CCCCCC (1,2-epoxyoctane), amine, amines. The reagents and catalysts are [Pd] (palladium/carbon). The solvent is CO (methanol). Run at temperature 25 celsius. Yields the product CC(CCCCCC)O (2-Octanol). Reaction SMILES: [O:1]1[CH:3]([CH2:4][CH2:5][CH2:6][CH2:7][CH2:8][CH3:9])[CH2:2]1>[Pd].CO>[CH3:2][CH:3]([OH:1])[CH2:4][CH2:5][CH2:6][CH2:7][CH2:8][CH3:9]. Procedure details: To a 50-ml reaction vessel were added 1,2-epoxyoctane (2.56 g, 20.0 mmol), methanol (18 mL), 10% palladium/carbon containing 50% water (425 mg, Pd: 0.20 mmol) and catalytic amount of an amine subsequently, and then the mixture was vigorously stirred under an atmosphere of hydrogen at 25° C. Twenty to forty hours later, 10% palladium/carbon was removed by filtration and methanol was removed by distillation. The selectivity of thus obtained colorless oil was checked by gas chromatographic analysis... Starting materials: C(C1=CC=CC=C1)OC1=CC=C(C=2CCCCC12)Br (1-Benzyloxy-4-bromo-5,6,7,8-tetrahydronaphthalene), cuprous cyanide, CN(P(=O)(N(C)C)N(C)C)C (hexamethylphosphoramide). The solvent is C(Cl)Cl (methylene chloride). The product is C(C1=CC=CC=C1)OC1(CC=CC=2CCCCC12)C#N (4-Benzyloxy-5,6,7,8-tetrahydro-4-naphthonitrile). RXN SMILES: [CH2:1]([O:8][C:9]1[C:18]2[CH2:17][CH2:16][CH2:15][CH2:14][C:13]=2[C:12](Br)=[CH:11][CH:10]=1)[C:2]1[CH:7]=[CH:6][CH:5]=[CH:4][CH:3]=1.[CH3:20][N:21](C)P(N(C)C)(N(C)C)=O>C(Cl)Cl>[CH2:1]([O:8][C:9]1([C:20]#[N:21])[C:18]2[CH2:17][CH2:16][CH2:15][CH2:14][C:13]=2[CH:12]=[CH:11][CH2:10]1)[C:2]1[CH:7]=[CH:6][CH:5]=[CH:4][CH:3]=1. Procedure: 1-Benzyloxy-4-bromo-5,6,7,8-tetrahydronaphthalene (4.5 g, 14.2 mM), cuprous cyanide (1.71 g, 8.67 mM) pyridine (1 ml) and hexamethylphosphoramide (0.25 ml) was stirred at 170° C. for 16 hours. The resultant viscous mixture was dissolved in methylene chloride and washed with ammonium hydroxide solution, saturated brine solution, dried (sodium sulphate) and evaporated to give an oil (4.6 g). This oil was chromatographed on alumina (eluted with methylene chloride:petroleum ether, 1:1) to give the n... Starting materials: ClC1=C(C(=O)NCC23CC4CC(CC(C2)C4)C3)C=C(C=C1)CCO (2-chloro-5-(2-hydroxyethyl)-N-(tricyclo[3.3.1.13,7]dec-1-ylmethyl)-benzamide), CC(=O)OI1(C=2C=CC=CC2C(=O)O1)(OC(=O)C)OC(=O)C (Dess-Martin periodinane), S(=S)(=O)([O-])[O-].[Na+].[Na+] (Sodium thiosulfate), C(C)OCC (Diethyl ether). The solvent is ClCCl (dichloromethane), C([O-])(O)=O.[Na+] (sodium bicarbonate). Reaction conditions: time 1 hour. Yields the product ClC1=C(C(=O)NCC23CC4CC(CC(C2)C4)C3)C=C(C=C1)CC=O (2-Chloro-5-(2-oxoethyl)-N-(tricyclo[3.3.1.13,7]dec-1-ylmethyl)-benzamide). Isolated yield 99.6%. Reaction SMILES: [Cl:1][C:2]1[CH:21]=[CH:20][C:19]([CH2:22][CH2:23][OH:24])=[CH:18][C:3]=1[C:4]([NH:6][CH2:7][C:8]12[CH2:17][CH:12]3[CH2:13][CH:14]([CH2:16][CH:10]([CH2:11]3)[CH2:9]1)[CH2:15]2)=[O:5].CC(OI1(OC(C)=O)(OC(C)=O)OC(=O)C2C=CC=CC1=2)=O.S([O-])([O-])(=O)=S.[Na+].[Na+].C(OCC)C>ClCCl.C(=O)(O)[O-].[Na+]>[Cl:1][C:2]1[CH:21]=[CH:20][C:19]([CH2:22][CH:23]=[O:24])=[CH:18][C:3]=1[C:4]([NH:6][CH2:7][C:8]12[CH2:17][CH:12]3[CH2:11][CH:10]([CH2:16][CH:14]([CH2:13]3)[CH2:15]1)[CH2:9]2)=[O:5] |f:2.3.4,7.8|. Reported procedure: To a solution of 2-chloro-5-(2-hydroxyethyl)-N-(tricyclo[3.3.1.13,7]dec-1-ylmethyl)-benzamide (1.07 g, Example 66a) in anhydrous dichloromethane (20 ml) was added Dess-Martin periodinane reagent (1.95 g) and the mixture was stirred at room temperature for 1 h. Sodium thiosulfate (3.43 g) was dissolved in aqueous sodium bicarbonate solution (28 ml) and added to the reaction mixture. Diethyl ether (50 ml) was then added and the mixture was stirred for 10 min. The layers were partitioned and the or... Starting materials: C(C)(C)(C)OC(=O)N1CC2CC(=C(C(C1)N2C(=O)OC(C)(C)C)C(N(CC2=C(C(=CC=C2)Cl)Cl)C2CC2)=O)C=2SC=C(N2)CCCO (6-[Cyclopropyl-(2,3-dichlorobenzyl)carbamoyl]-7-[4-(3-hydroxypropyl)thiazol-2-yl]-3,9-diazabicyclo[3.3.1]non-6-ene-3,9-dicarboxylic acid di-tert-butyl ester), ClC1=C(C=C(C=C1)C(F)(F)F)O (2-chloro-5-trifluoromethylphenol). The product is C(C)(C)(C)OC(=O)N1CC2CC(=C(C(C1)N2C(=O)OC(C)(C)C)C(N(CC2=C(C(=CC=C2)Cl)Cl)C2CC2)=O)C=2SC=C(N2)CCCOC2=C(C=CC(=C2)C(F)(F)F)Cl (7-{4-[3-(2-Chloro-5-trifluoromethylphenoxy)propyl]thiazol-2-yl}-6-[cyclopropyl-(2,3-dichlorobenzyl)carbamoyl]-3,9-diazabicyclo[3.3.1]non-6-ene-3,9-dicarboxylic acid di-tert-butyl ester). RXN SMILES: [C:1]([O:5][C:6]([N:8]1[CH2:15][CH:14]2[N:16]([C:17]([O:19][C:20]([CH3:23])([CH3:22])[CH3:21])=[O:18])[CH:10]([CH2:11][C:12]([C:39]3[S:40][CH:41]=[C:42]([CH2:44][CH2:45][CH2:46][OH:47])[N:43]=3)=[C:13]2[C:24](=[O:38])[N:25]([CH:35]2[CH2:37][CH2:36]2)[CH2:26][C:27]2[CH:32]=[CH:31][CH:30]=[C:29]([Cl:33])[C:28]=2[Cl:34])[CH2:9]1)=[O:7])([CH3:4])([CH3:3])[CH3:2].[Cl:48][C:49]1[CH:54]=[CH:53][C:52]([C:55]([F:58])([F:57])[F:56])=[CH:51][C:50]=1O>>[C:1]([O:5][C:6]([N:8]1[CH2:15][CH:14]2[N:16]([C:17]([O:19][C:20]([CH3:23])([CH3:22])[CH3:21])=[O:18])[CH:10]([CH2:11][C:12]([C:39]3[S:40][CH:41]=[C:42]([CH2:44][CH2:45][CH2:46][O:47][C:50]4[CH:51]=[C:52]([C:55]([F:57])([F:58])[F:56])[CH:53]=[CH:54][C:49]=4[Cl:48])[N:43]=3)=[C:13]2[C:24](=[O:38])[N:25]([CH:35]2[CH2:36][CH2:37]2)[CH2:26][C:27]2[CH:32]=[CH:31][CH:30]=[C:29]([Cl:33])[C:28]=2[Cl:34])[CH2:9]1)=[O:7])([CH3:4])([CH3:2])[CH3:3]. Reported procedure: This compound is prepared from compound E4 and 2-chloro-5-trifluoromethylphenol, according to the above-described procedure A. The reactants are C1OC23[C@]4(C)[C@@H](CC2(OCCO3)OC1)[C@@H]1C[C@@H](C3CCCC[C@]3(C)[C@H]1CC4)C#C (17,17-bis(ethylendioxy)-6α-ethynylandrostane), C(#N)[C@H]1C[C@H]2[C@@H]3CCC([C@@]3(C)CC[C@@H]2[C@]2(CCC(CC12)=O)C)=O (6α-cyanoandrostane-3,17-dione). Yields the product C(#C)[C@H]1C[C@H]2[C@@H]3CCC([C@@]3(C)CC[C@@H]2[C@]2(CCC(CC12)=O)C)=O (6α-Ethynylandrostane-3,17-dione). The yield is 46.0%. Reaction SMILES: C1CO[C:8]23OCCO[C:3]2([C@:4]2([CH2:27][CH2:26][C@H:25]4[C@@H:15]([CH2:16][C@H:17]([C:28]#[CH:29])[CH:18]5[C@:23]4([CH3:24])[CH2:22][CH2:21][CH2:20][CH2:19]5)[C@@H:6]2[CH2:7]3)[CH3:5])[O:2]1.C([C@@H]1C2[C@](C)(CCC(=[O:50])C2)[C@@H]2[C@H]([C@H]3[C@@](CC2)(C)C(=O)CC3)C1)#N>>[C:28]([C@@H:17]1[CH:18]2[C@:23]([CH3:24])([CH2:22][CH2:21][C:20](=[O:50])[CH2:19]2)[C@@H:25]2[C@H:15]([C@H:6]3[C@@:4]([CH2:27][CH2:26]2)([CH3:5])[C:3](=[O:2])[CH2:8][CH2:7]3)[CH2:16]1)#[CH:29]. Reported procedure: The title compound II-bb was prepared in 46% yield from 3,3:17,17-bis(ethylendioxy)-6α-ethynylandrostane by the procedure described above for the preparation of 6α-cyanoandrostane-3,17-dione (II-ac, Prepn. 3). The combined organic extracts were washed with H2O, dried over Na2SO4 and evaporated to dryness. The residue was purified by flash chromatography (SiO2, cyclohexane/CH2Cl2/acetone 80/10/10). 1H-NMR (300 MHz, acetone-d6, ppm from TMS): δ 2.69-0.78 (m, 22H), 1.12 (s, 3H), 0.87 (s, 3H).